From a dataset of the Open Reaction Database (ORD), a public repository of structured organic reaction records. describe an organic reaction: reactants, conditions, products, and yield Reactants: C1(CCCC1)C[C@@H](C(=O)N1N(CCC1C(=O)O)C(=O)OCC1=CC=CC=C1)CN(OCC1=CC=CC=C1)C=O (2-[(2R)-3-cyclopentyl-2-({formyl[(phenylmethyl)oxy]amino}methyl)propanoyl]-1-{[(phenylmethyl)oxy]carbonyl}-3-pyrazolidine carboxylic acid), NC1=NC(=CC=C1)Cl (2-amino-6-chloropyridine), CN1C=NC=C1 (1-methylimidazole), S(=O)(=O)(C)Cl (Mesyl chloride). Run in C1(CCCC1)C[C@@H](C(=O)N1N(CC[C@H]1C(=O)O)C(=O)OCC1=CC=CC=C1)CN(OCC1=CC=CC=C1)C=O ((3S)-2-[(2R)-3-cyclopentyl-2-({formyl[(phenylmethyl)oxy]amino}methyl)propanoyl]-1-{[(phenylmethyl)oxy]carbonyl}-3-pyrazolidinecarboxylic acid), ClCCl (dichloromethane). Conditions: temperature 0 celsius, time 1 hour. Yields the product ClC1=CC=CC(=N1)NC(=O)[C@H]1N(N(CC1)C(=O)OCC1=CC=CC=C1)C([C@H](CC1CCCC1)CN(OCC1=CC=CC=C1)C=O)=O (Phenylmethyl (3S)-3-{[(6-chloro-2-pyridinyl)amino]carbonyl}-2-[(2R)-3-cyclopentyl-2-({formyl[(phenylmethyl)oxy]amino}methyl)propanoyl]-1-pyrazolidinecarboxylate). Isolated yield 74.0%. RXN SMILES: [CH:1]1([CH2:6][C@H:7]([CH2:28][N:29]([CH:38]=[O:39])[O:30][CH2:31][C:32]2[CH:37]=[CH:36][CH:35]=[CH:34][CH:33]=2)[C:8]([N:10]2[CH:14]([C:15]([OH:17])=O)[CH2:13][CH2:12][N:11]2[C:18]([O:20][CH2:21][C:22]2[CH:27]=[CH:26][CH:25]=[CH:24][CH:23]=2)=[O:19])=[O:9])[CH2:5][CH2:4][CH2:3][CH2:2]1.CN1C=CN=C1.S(Cl)(C)(=O)=O.[NH2:51][C:52]1[CH:57]=[CH:56][CH:55]=[C:54]([Cl:58])[N:53]=1>C1(C[C@H](CN(C=O)OCC2C=CC=CC=2)C(N2[C@H](C(O)=O)CCN2C(OCC2C=CC=CC=2)=O)=O)CCCC1.ClCCl>[Cl:58][C:54]1[N:53]=[C:52]([NH:51][C:15]([C@@H:14]2[CH2:13][CH2:12][N:11]([C:18]([O:20][CH2:21][C:22]3[CH:23]=[CH:24][CH:25]=[CH:26][CH:27]=3)=[O:19])[N:10]2[C:8](=[O:9])[C@@H:7]([CH2:28][N:29]([CH:38]=[O:39])[O:30][CH2:31][C:32]2[CH:33]=[CH:34][CH:35]=[CH:36][CH:37]=2)[CH2:6][CH:1]2[CH2:2][CH2:3][CH2:4][CH2:5]2)=[O:17])[CH:57]=[CH:56][CH:55]=1. Reported procedure: To a solution of 2-[(2R)-3-cyclopentyl-2-({formyl[(phenylmethyl)oxy]amino}methyl)propanoyl]-1-{[(phenylmethyl)oxy]carbonyl}-3-pyrazolidine carboxylic acid (as a mixture of diastereomers enriched in (3S)-2-[(2R)-3-cyclopentyl-2-({formyl[(phenylmethyl)oxy]amino}methyl)propanoyl]-1-{[(phenylmethyl)oxy]carbonyl}-3-pyrazolidinecarboxylic acid) (300 mg, 0.558 mmol) in dichloromethane (5 ml) was added 1-methylimidazole (133 μl, 1.674 mmol) and cooled to 0° C. Mesyl chloride (56 μL, 0.725 mmol) was adde... Reactants: C(=O)(O)[O-].[Na+] (NaHCO3), ClC1=C(CC2=C(N3N(CCC3)C2=O)C2=NC(=NC=C2)SC)C=CC=C1 (2-(2-chlorobenzyl)-3-(2-methylsulfanyl-pyrimidin-4-yl)-6,7-dihydro-5H-pyrazolo[1,2-a]pyrazol-1-one), OOS(=O)[O-].[K+] (Oxone), S(=O)(=O)(O[O-])[O-].[K+].[K+] (potassium peroxymonosulfate). The solvent is C1CCOC1.CO (THF MeOH), O (H2O). Yields the product ClC1=C(CC2=C(N3N(CCC3)C2=O)C2=NC(=NC=C2)S(=O)(=O)C)C=CC=C1 (2-(2-chlorobenzyl)-3-(2-methanesulfonyl-pyrimidin-4-yl)-6,7-dihydro-5H-pyrazolo[1,2-a]pyrazol-1-one). As a reaction SMILES: [Cl:1][C:2]1[CH:25]=[CH:24][CH:23]=[CH:22][C:3]=1[CH2:4][C:5]1[C:12](=[O:13])[N:8]2[CH2:9][CH2:10][CH2:11][N:7]2[C:6]=1[C:14]1[CH:19]=[CH:18][N:17]=[C:16](SC)[N:15]=1.O[O:27][S:28]([O-:30])=O.[K+].S([O-])(O[O-])(=O)=O.[K+].[K+].[C:40]([O-])(O)=O.[Na+]>C1COCC1.CO.O>[Cl:1][C:2]1[CH:25]=[CH:24][CH:23]=[CH:22][C:3]=1[CH2:4][C:5]1[C:12](=[O:13])[N:8]2[CH2:9][CH2:10][CH2:11][N:7]2[C:6]=1[C:14]1[CH:19]=[CH:18][N:17]=[C:16]([S:28]([CH3:40])(=[O:30])=[O:27])[N:15]=1 |f:1.2,3.4.5,6.7,8.9|. Procedure: To a cold 0° C. solution of 2-(2-chlorobenzyl)-3-(2-methylsulfanyl-pyrimidin-4-yl)-6,7-dihydro-5H-pyrazolo[1,2-a]pyrazol-1-one, 7, (460 mg, 1.23 mmol)) in THF/MeOH (20 mL of 1:1 mixture) is added dropwise a solution of Oxone® (potassium peroxymonosulfate) (3.0 g, 4.9 mmol) in H2O (15 mL). After stirring the reaction for 1.5 hours at room temperature, the solution is poured into aqueous saturated NaHCO3. The aqueous phase is extracted three times with EtOAc and the combined organic layers are was...